This data is from the Open Reaction Database (ORD), a public repository of structured organic reaction records. The task is: describe an organic reaction: reactants, conditions, products, and yield Reactants: CCCCCCCCCCCC(=O)OC[C@H]([C@@H]1[C@@H]([C@H](CO1)O)O)O (Span 20), C=CO (Mowiol). Reaction conditions: temperature 46 celsius. Yields the product C(CCCCCCCCCCCCC)(=O)O (Tetradecanoic Acid). As a reaction SMILES: [CH3:1][CH2:2][CH2:3][CH2:4][CH2:5][CH2:6][CH2:7][CH2:8][CH2:9][CH2:10][CH2:11][C:12]([O:14]C[C@@H](O)[C@H]1OC[C@H](O)[C@H]1O)=[O:13].[CH2:25]=[CH:26]O>>[C:12]([OH:14])(=[O:13])[CH2:11][CH2:10][CH2:9][CH2:8][CH2:7][CH2:6][CH2:5][CH2:4][CH2:3][CH2:2][CH2:1][CH2:25][CH3:26]. Reported procedure: A 4% w/w dispersion was emulsified with 0.4% Span 20 and 1% w/w Mowiol 8-88 using a Silverson mixer. These 5 μm droplets also crystallised rapidly on cooling to 46° C. but it was noticeable under the microscope that in the presence of sonication the crystallisation rate within the droplets increased (crystallised within 10 sec). Yields the product O1CN(CC1)CCOC(=O)NCCCCCCNC(=O)OCCN1COCC1 (N,N'-Bis-[(1,3-oxazolidin-3-yl)-ethoxycarbonyl]-1,6-diaminohexane). Solvent: C=1(C(=CC=CC1)C)C (xylene). Procedure details: 117 g (1 mol) of 2-(1,3-oxazolidin-3-yl)-ethanol are reacted with 84 g (0.5 mol) of hexamethylene diisocyanate in 20 g of xylene by the method described in Example 1. This reaction is catalyzed by the addition of 0.05 g of Sn(II) octoate and is carried out first at 30° C and later at 50° C. The product obtained, which is about 90% pure, is solid at room temperature, but a pourable liquid at 50° C. Reaction SMILES: [O:1]1[CH2:5][CH2:4][N:3]([CH2:6][CH2:7][OH:8])[CH2:2]1.[CH2:9]([N:18]=[C:19]=[O:20])[CH2:10][CH2:11][CH2:12][CH2:13][CH2:14][N:15]=[C:16]=[O:17]>C1(C)C(C)=CC=CC=1>[O:1]1[CH2:5][CH2:4][N:3]([CH2:6][CH2:7][O:8][C:16]([NH:15][CH2:14][CH2:13][CH2:12][CH2:11][CH2:10][CH2:9][NH:18][C:19]([O:8][CH2:7][CH2:6][N:3]2[CH2:4][CH2:5][O:1][CH2:2]2)=[O:20])=[O:17])[CH2:2]1. Reactants: O1CN(CC1)CCO (2-(1,3-oxazolidin-3-yl)-ethanol), C(CCCCCN=C=O)N=C=O (hexamethylene diisocyanate), Sn(II). Starting materials: O=C1CCC(=O)N1Br, ClC(Cl)(Cl)Cl, Cc1c(-c2ccccc2)c(F)c2oc(C3CC3)nc2c1C#N, CC(C)(C#N)N=NC(C)(C)C#N. Yields the product N#Cc1c(CBr)c(-c2ccccc2)c(F)c2oc(C3CC3)nc12. Reaction SMILES: [Br:23][N:24]1[C:25](=[O:26])[CH2:27][CH2:28][C:29]1=[O:30].[C:43]([Cl:44])([Cl:45])([Cl:46])[Cl:47].[CH:1]1([c:4]2[o:5][c:6]3[c:7]([n:8]2)[c:9]([C:21]#[N:22])[c:10]([CH3:20])[c:11](-[c:14]2[cH:15][cH:16][cH:17][cH:18][cH:19]2)[c:12]3[F:13])[CH2:2][CH2:3]1.[N:31]([C:32]([CH3:33])([CH3:34])[C:35]#[N:36])=[N:37][C:38]([CH3:39])([CH3:40])[C:41]#[N:42]>>[CH:1]1([c:4]2[o:5][c:6]3[c:7]([n:8]2)[c:9]([C:21]#[N:22])[c:10]([CH2:20][Br:23])[c:11](-[c:14]2[cH:15][cH:16][cH:17][cH:18][cH:19]2)[c:12]3[F:13])[CH2:2][CH2:3]1. Reactants: CS(=O)(=O)O, Cc1cccc(-n2nc(C)cc2-c2ccnc(Cl)c2)c1, [Na], CN(C)C=O, O. Yields the product Cc1cccc(-n2nc(C)cc2-c2ccnc(S(C)(=O)=O)c2)c1. RXN SMILES: [CH3:22][S:23](=[O:24])(=[O:25])[OH:26].[Cl:1][c:2]1[n:3][cH:4][cH:5][c:6](-[c:8]2[cH:9][c:10]([CH3:20])[n:11][n:12]2-[c:13]2[cH:14][c:15]([CH3:19])[cH:16][cH:17][cH:18]2)[cH:7]1.[Na:21].[O:28]=[CH:29][N:30]([CH3:31])[CH3:32].[OH2:27]>>[c:2]1([S:23]([CH3:22])(=[O:24])=[O:25])[n:3][cH:4][cH:5][c:6](-[c:8]2[cH:9][c:10]([CH3:20])[n:11][n:12]2-[c:13]2[cH:14][c:15]([CH3:19])[cH:16][cH:17][cH:18]2)[cH:7]1. The reactants are C(C)(C)(C)OC(=O)N1CCC(CC1)OC1=CC=C(C=C1)[N+](=O)[O-] (4-(4-Nitrophenoxy)piperidine-1-carboxylic acid tert-butyl ester). The reagents and catalysts are [C].[Pd] (palladium carbon). Solvent: O1CCCC1 (tetrahydrofuran), C(C)O (ethanol). Product: C(C)(C)(C)OC(=O)N1CCC(CC1)OC1=CC=C(C=C1)N (4-(4-Aminophenoxy)piperidine-1-carboxylic Acid tert-Butyl Ester). Isolated yield 86.6%. Reaction SMILES: [C:1]([O:5][C:6]([N:8]1[CH2:13][CH2:12][CH:11]([O:14][C:15]2[CH:20]=[CH:19][C:18]([N+:21]([O-])=O)=[CH:17][CH:16]=2)[CH2:10][CH2:9]1)=[O:7])([CH3:4])([CH3:3])[CH3:2]>O1CCCC1.C(O)C.[C].[Pd]>[C:1]([O:5][C:6]([N:8]1[CH2:13][CH2:12][CH:11]([O:14][C:15]2[CH:20]=[CH:19][C:18]([NH2:21])=[CH:17][CH:16]=2)[CH2:10][CH2:9]1)=[O:7])([CH3:4])([CH3:2])[CH3:3] |f:3.4|. Reported procedure: 4-(4-Nitrophenoxy)piperidine-1-carboxylic acid tert-butyl ester (53.687 g) was hydrogenated using 7.5% palladium carbon (8.05 g) in a mixture of tetrahydrofuran (215 ml) and ethanol (215 ml) at 3 atm over 3 hours. After completion of the reaction, the reaction mixture was filtered through celite and the solvent was evaporated. Hexane was added to the obtained residue, and the obtained solid was collected by filtration and dried under reduced pressure to give the title compound (42.157 g). The reactants are N1CC(CCCC1)CN1CCC2=C(CC1=O)C=C(C(=C2)OC)OC (3-[(hexahydro-azepin-3-yl)-methyl]-7,8-dimethoxy-1,3,4,5-tetrahydro-2H-3-benzazepin-2-one), COC=1C=C(C=CC1OC)CCBr (2-(3,4-dimethoxyphenyl)-ethylbromide), C(Cl)Cl (methylene chloride). Run in [OH-].[Na+] (sodium hydroxide), C(C)N(CC)CC (triethylamine). The product is Cl.COC=1C=C(C=CC1OC)CCN1CC(CCCC1)CN1CCC2=C(CC1=O)C=C(C(=C2)OC)OC (3-[(N-(2-(3,4-Dimethoxy-phenyl)-ethyl)-hexahydro-azepin-3-yl)-methyl]-7,8-dimethoxy-1,3,4, 5-tetrahydro-2H-3-benzazepin-2-one-hydrochloride). Reaction SMILES: [NH:1]1[CH2:7][CH2:6][CH2:5][CH2:4][CH:3]([CH2:8][N:9]2[C:15](=[O:16])[CH2:14][C:13]3[CH:17]=[C:18]([O:23][CH3:24])[C:19]([O:21][CH3:22])=[CH:20][C:12]=3[CH2:11][CH2:10]2)[CH2:2]1.[CH3:25][O:26][C:27]1[CH:28]=[C:29]([CH2:35][CH2:36]Br)[CH:30]=[CH:31][C:32]=1[O:33][CH3:34].C(Cl)[Cl:39]>C(N(CC)CC)C.[OH-].[Na+]>[ClH:39].[CH3:25][O:26][C:27]1[CH:28]=[C:29]([CH2:35][CH2:36][N:1]2[CH2:7][CH2:6][CH2:5][CH2:4][CH:3]([CH2:8][N:9]3[C:15](=[O:16])[CH2:14][C:13]4[CH:17]=[C:18]([O:23][CH3:24])[C:19]([O:21][CH3:22])=[CH:20][C:12]=4[CH2:11][CH2:10]3)[CH2:2]2)[CH:30]=[CH:31][C:32]=1[O:33][CH3:34] |f:4.5,6.7|. Procedure details: 660 mg (2 mmol) of 3-[(hexahydro-azepin-3-yl)-methyl]-7,8-dimethoxy-1,3,4,5-tetrahydro-2H-3-benzazepin-2-one and 540 mg (2.2 mmol) of 2-(3,4-dimethoxyphenyl)-ethylbromide are refluxed for 1 hour in 3 ml of triethylamine. The reaction mixture is cooled and taken up in methylene chloride and 2-molar sodium hydroxide solution. The alkaline phase is separated off and extracted twice with methylene chloride. The combined organic phases are dried over magnesium sulphate and evaporated down in vacuo. P... Reactants: Br.BrCC1=NC=CC=C1 (2-(bromomethyl)pyridine hydrobromide), 5,6-dihydrospiro[benzo[1,2-b:5,4-b′]difuran-3,3′-indol]-2″(1′H)-one, BrCC1OCCCC1 (2-(bromomethyl)tetrahydro-2H-pyran), BrC1=C2C3(C(NC2=CC=C1)=O)COC1=CC2=C(OCCO2)C=C13 (4′-bromo-2,3-dihydrospiro[furo[2,3-g][1,4]benzodioxine-8,3′-indol]-2′(1′H)-one). Product: BrC1=C2C3(C(N(C2=CC=C1)CC1=NC=CC=C1)=O)COC1=CC2=C(OCCO2)C=C13 (4′-bromo-1′-(pyridin-2-ylmethyl)-2,3-dihydrospiro[furo[2,3-g][1,4]benzodioxine-8,3′-indol]-2′(1′H)-one). RXN SMILES: Br.Br[CH2:3][C:4]1[CH:9]=[CH:8][CH:7]=[CH:6][N:5]=1.BrCC1CCCCO1.[Br:18][C:19]1[CH:27]=[CH:26][CH:25]=[C:24]2[C:20]=1[C:21]1([C:40]3[C:31](=[CH:32][C:33]4[O:38][CH2:37][CH2:36][O:35][C:34]=4[CH:39]=3)[O:30][CH2:29]1)[C:22](=[O:28])[NH:23]2>>[Br:18][C:19]1[CH:27]=[CH:26][CH:25]=[C:24]2[C:20]=1[C:21]1([C:40]3[C:31](=[CH:32][C:33]4[O:38][CH2:37][CH2:36][O:35][C:34]=4[CH:39]=3)[O:30][CH2:29]1)[C:22](=[O:28])[N:23]2[CH2:3][C:4]1[CH:9]=[CH:8][CH:7]=[CH:6][N:5]=1 |f:0.1|. Procedure: Following the procedure as described in EXAMPLE 4 and making non-critical variations using 2-(bromomethyl)pyridine hydrobromide to replace 2-(bromomethyl)tetrahydro-2H-pyran, and 4′-bromo-2,3-dihydrospiro[furo[2,3-g][1,4]benzodioxine-8,3′-indol]-2′(1′H)-one to replace 5,6-dihydrospiro[benzo[1,2-b:5,4-b′]difuran-3,3′-indol]-2″(1′H)-one, 4′-bromo-1′-(pyridin-2-ylmethyl)-2,3-dihydrospiro[furo[2,3-g][1,4]benzodioxine-8,3′-indol]-2′(1′H)-one was obtained (75%) as a colorless solid: MS (ES+) m/z 465.7... The reactants are CC(C)(C)OC(=O)CBr, CCCC[N+](CCCC)(CCCC)CCCC, COCOCC1CCCC(CO)C1, Cc1ccccc1, [Na+], [OH-], O=S(=O)([O-])O. Product: COCOCC1CCCC(COCC(=O)OC(C)(C)C)C1. As a reaction SMILES: [Br:14][CH2:15][C:16](=[O:17])[O:18][C:19]([CH3:20])([CH3:21])[CH3:22].[CH2:37]([N+:38]([CH2:39][CH2:40][CH2:41][CH3:42])([CH2:43][CH2:44][CH2:45][CH3:46])[CH2:47][CH2:48][CH2:49][CH3:50])[CH2:51][CH2:52][CH3:53].[CH3:1][O:2][CH2:3][O:4][CH2:5][CH:6]1[CH2:7][CH:8]([CH2:12][OH:13])[CH2:9][CH2:10][CH2:11]1.[CH3:25][c:26]1[cH:27][cH:28][cH:29][cH:30][cH:31]1.[Na+:24].[OH-:23].[S:32]([O-:33])([OH:34])(=[O:35])=[O:36]>>[CH3:1][O:2][CH2:3][O:4][CH2:5][CH:6]1[CH2:7][CH:8]([CH2:12][O:13][CH2:15][C:16](=[O:17])[O:18][C:19]([CH3:20])([CH3:21])[CH3:22])[CH2:9][CH2:10][CH2:11]1. Reactants: O=S1(=O)CCCCO1, CCO, Nc1ccccc1. Product: O=S(=O)(O)CCCCNc1ccccc1. As a reaction SMILES: [CH2:1]1[CH2:2][CH2:3][CH2:4][O:5][S:6]1(=[O:7])=[O:8].[CH3:16][CH2:17][OH:18].[NH2:9][c:10]1[cH:11][cH:12][cH:13][cH:14][cH:15]1>>[CH2:1]([CH2:2][CH2:3][CH2:4][NH:9][c:10]1[cH:11][cH:12][cH:13][cH:14][cH:15]1)[S:6]([OH:5])(=[O:7])=[O:8].